This data is from the Open Reaction Database (ORD), a public repository of structured organic reaction records. The task is: describe an organic reaction: reactants, conditions, products, and yield The reactants are mixture, [OH-].[K+] (potassium hydroxide), [N+](=O)([O-])C=1C=C(C=CC1NC(C)=O)C1=CC=CC=C1 (3-nitro-4-acetamido-1,1′-biphenyl), [N+](=O)([O-])C=1C=C(C=CC1NC(C)=O)C1=CC=CC=C1 (3-Nitro-4-acetamido-1,1′-biphenyl), C(C)O (ethanol). Solvent: O (water), O (water). The product is [N+](=O)([O-])C=1C=C(C=CC1N)C1=CC=CC=C1 (3-Nitro-4-amino-1,1′-biphenyl). Yield: 71.8%. Reaction SMILES: [OH-].[K+].[N+:3]([C:6]1[CH:7]=[C:8]([C:16]2[CH:21]=[CH:20][CH:19]=[CH:18][CH:17]=2)[CH:9]=[CH:10][C:11]=1[NH:12]C(=O)C)([O-:5])=[O:4].C(O)C>O>[N+:3]([C:6]1[CH:7]=[C:8]([C:16]2[CH:21]=[CH:20][CH:19]=[CH:18][CH:17]=2)[CH:9]=[CH:10][C:11]=1[NH2:12])([O-:5])=[O:4] |f:0.1|. Procedure details: A mixture of potassium hydroxide (2.5 g), 3-nitro-4-acetamido-1,1′-biphenyl (23.5 g), prepared in (A) above, water (6 mL) and ethanol (12 mL) is heated at reflux for one hour. The reaction mixture is cooled to room temperature and then poured into 300 mL of a mixture of water and ice. The solid is collected by filtration and the crude product is recrystallized from methanol (800 mL) to give 14.1 g of the title compound as an orange solid melting at 170-172° C. Reactants: C(#N)C=1C(=NN(C1N=COCC)C)C=1OC(=CC1)[N+](=O)[O-] (4-cyano-5-ethoxymethylene amino-1-methyl-3-(5-nitro-2-furyl)-pyrazole), Cl.NO (hydroxylamine hydrochloride), C(C)O (ethanol), [OH-].[Na+] (sodium hydroxide). Solvent: O (water). Yields the product NC1=C2C(=NC=[N+]1[O-])N(N=C2C=2OC(=CC2)[N+](=O)[O-])C (4-amino-1-methyl-3-(5-nitro-2-furyl)-1H-pyrazolo [3,4-d] pyrimidin-5-oxide). RXN SMILES: [C:1]([C:3]1[C:4]([C:14]2O[C:16]([N+:19]([O-:21])=[O:20])=[CH:17][CH:18]=2)=[N:5][N:6]([CH3:13])[C:7]=1[N:8]=[CH:9]OCC)#[N:2].Cl.[NH2:23][OH:24].C(O)C.[OH-:28].[Na+]>O>[NH2:2][C:1]1[N+:23]([O-:24])=[CH:9][N:8]=[C:7]2[N:6]([CH3:13])[N:5]=[C:4]([C:14]3[O:28][C:16]([N+:19]([O-:21])=[O:20])=[CH:17][CH:18]=3)[C:3]=12 |f:1.2,4.5|. Procedure details: A mixture of 14.4 grams of 4-cyano-5-ethoxymethylene amino-1-methyl-3-(5-nitro-2-furyl)-pyrazole, 3.5 grams of hydroxylamine hydrochloride, 150 millilitres of ethanol and a solution containing 2.0 grams of sodium hydroxide dissolved in 10 millitres of water was heated at reflux for 1 hour and cooled. The crystalline product was filtered, washed with ethanol and dried. Recrystallisation from water gave 4-amino-1-methyl-3-(5-nitro-2-furyl)-1H-pyrazolo [3,4-d] pyrimidin-5-oxide having melting point... The reactants are BrC1=CC=C2C(C(C3=C(OC4(CCNCC4)CS3)C2=C1)=O)=O (9-bromospiro[naphtho[1,2-b][1,4]oxathiine-2,4′-piperidine]-5,6-dione), C(C1=CC=CC=C1)[C@@H]1OC1 ((2S)-2-benzyloxirane). The product is BrC1=CC=C2C(C(C3=C(OC4(CCN(CC4)C[C@H](CC4=CC=CC=C4)O)CS3)C2=C1)=O)=O (9-bromo-1′-[(2S)-2-hydroxy-3-phenylpropyl]spiro[naphtho[1,2-b][1,4]oxathiine-2,4′-piperidine]-5,6-dione). Reaction SMILES: [Br:1][C:2]1[CH:20]=[C:19]2[C:5]([C:6](=[O:22])[C:7](=[O:21])[C:8]3[S:18][CH2:17][C:11]4([CH2:16][CH2:15][NH:14][CH2:13][CH2:12]4)[O:10][C:9]=32)=[CH:4][CH:3]=1.[CH2:23]([C@H:30]1[CH2:32][O:31]1)[C:24]1[CH:29]=[CH:28][CH:27]=[CH:26][CH:25]=1>>[Br:1][C:2]1[CH:20]=[C:19]2[C:5]([C:6](=[O:22])[C:7](=[O:21])[C:8]3[S:18][CH2:17][C:11]4([CH2:16][CH2:15][N:14]([CH2:32][C@@H:30]([OH:31])[CH2:23][C:24]5[CH:29]=[CH:28][CH:27]=[CH:26][CH:25]=5)[CH2:13][CH2:12]4)[O:10][C:9]=32)=[CH:4][CH:3]=1. Procedure details: Compound 188 was synthesized using 9-bromospiro[naphtho[1,2-b][1,4]oxathiine-2,4′-piperidine]-5,6-dione, (2S)-2-benzyloxirane and conditions outlined in procedure Y. M.p.=82-83° C.; 400 MHz 1H NMR (DMSO-d6) δ: 7.82-7.76 (m, 3H), 7.29-7.21 (m, 4H), 7.19-7.14 (m, 1H), 4.47-4.44 (m, 1H), 3.89-3.82 (m, 1H), 3.08 (s, 2H), 2.82-2.69 (m, 3H), 2.63-2.54 (m, 1H), 2.42-2.27 (m, 4H), 2.20-1.94 (m, 2H), 1.86-1.77 (m, 2H); LCMS: 514 [M+H]. The reactants are 1-13C Gal, C([C@@H]1[C@H]([C@@H]([C@H](C(O1)OP(=O)(O)O)O)O)O)O (Glc-1-P), C=C(C(=O)O)OP(=O)(O)O (PEP), C([C@@H]1[C@H]([C@@H]([C@H](C(O1)OP(=O)(O)O)O)O)O)O (Glc-1-P), P(O)(=O)(OP(=O)(O)OP(=O)(O)O)OC[C@@H]1[C@H]([C@H]([C@@H](O1)N1C=NC=2C(N)=NC=NC12)O)O (ATP), C1=CN(C(=O)NC1=O)[C@H]2[C@@H]([C@@H]([C@H](O2)COP(=O)(O)OP(=O)(O)OP(=O)(O)O)O)O (UTP), C1=CN(C(=O)NC1=O)[C@H]2[C@@H]([C@@H]([C@H](O2)COP(=O)(O)OP(=O)(O)OP(=O)(O)O)O)O (UTP), C(C(=O)C)(=O)[O-] (pyruvate), C1=CN(C(=O)NC1=O)[C@H]2[C@@H]([C@@H]([C@H](O2)COP(=O)(O)OP(=O)(O)O)O)O (UDP), Compound 40, C=C(C(=O)O)OP(=O)(O)O (phosphoenolpyruvate), C1=CN(C(=O)NC1=O)[C@H]2[C@@H]([C@@H]([C@H](O2)COP(=O)(O)OP(=O)(O)O)O)O (UDP). The product is C1=CN(C(=O)NC1=O)[C@H]2[C@@H]([C@@H]([C@H](O2)COP(=O)(O)OP(=O)(O)O[C@@H]3[C@@H]([C@H]([C@@H]([C@H](O3)CO)O)O)O)O)O (UDP-Glc). RXN SMILES: C=C(OP(O)(O)=O)C(O)=O.[CH2:11]([OH:26])[C@H:12]1[O:17][CH:16]([O:18][P:19]([OH:22])([OH:21])=[O:20])[C@H:15]([OH:23])[C@@H:14]([OH:24])[C@@H:13]1[OH:25].P(OC[C@H]1O[C@@H](N2C3N=CN=C(N)C=3N=C2)[C@H](O)[C@@H]1O)(OP(OP(O)(O)=O)(O)=O)(=O)O.[CH:58]1[C:64](=[O:65])[NH:63][C:61](=[O:62])[N:60]([C@@H:66]2[O:70][C@H:69]([CH2:71][O:72][P:73](OP(O)(O)=O)([OH:75])=[O:74])[C@@H:68]([OH:81])[C@H:67]2[OH:82])[CH:59]=1.C1C(=O)NC(=O)N([C@@H]2O[C@H](COP(OP(OP(O)(O)=O)(O)=O)(O)=O)[C@@H](O)[C@H]2O)C=1.C([O-])(=O)C(C)=O>>[CH:58]1[C:64](=[O:65])[NH:63][C:61](=[O:62])[N:60]([C@@H:66]2[O:70][C@H:69]([CH2:71][O:72][P:73]([O:20][P:19]([O:18][C@H:16]3[O:17][C@H:12]([CH2:11][OH:26])[C@@H:13]([OH:25])[C@H:14]([OH:24])[C@H:15]3[OH:23])([OH:22])=[O:21])([OH:75])=[O:74])[C@@H:68]([OH:81])[C@H:67]2[OH:82])[CH:59]=1. Reported procedure: The multi-enzyme system (Scheme 15) started with 1-13C-Gal, [99 Atom Percent, purchased from Isotec Inc., Miamisburg, Ohio), GlcNAcβOallyl (Compound 40), (Lee et al., Carbohydr. Res., 37:193 (1974)] phosphoenolpyruvate (PEP), and catalytic amounts of Glc-1-P, ATP and UDP. UDP was converted into UTP with pyruvate kinase (PK; EC 2.7.1.40) and PEP, and UTP reacted with Glc-1-P catalyzed by UDPGP to produce UDP-Glc. The byproduct inorganic pyrophosphate (PPi) was decomposed by inorganic pyrophosphat... Starting materials: COC(=O)c1ccc2c(C3CCCCC3)c(Br)[nH]c2c1, O=C([O-])[O-], COCCOC, CCO, OB(O)c1ccc(F)cc1O, [Na+], [Na+], c1ccc(P(c2ccccc2)(c2ccccc2)[Pd](P(c2ccccc2)(c2ccccc2)c2ccccc2)(P(c2ccccc2)(c2ccccc2)c2ccccc2)P(c2ccccc2)(c2ccccc2)c2ccccc2)cc1, COC(=O)c1ccc2cc[nH]c2c1. Product: COC(=O)c1ccc2c(C3CCCCC3)c(-c3ccc(F)cc3O)[nH]c2c1. RXN SMILES: [Br:1][c:2]1[nH:3][c:4]2[cH:5][c:6]([C:17](=[O:18])[O:19][CH3:20])[cH:7][cH:8][c:9]2[c:10]1[CH:11]1[CH2:12][CH2:13][CH2:14][CH2:15][CH2:16]1.[C:34](=[O:35])([O-:36])[O-:37].[CH3:51][O:52][CH2:53][CH2:54][O:55][CH3:56].[CH3:57][CH2:58][OH:59].[F:40][c:41]1[cH:42][c:43]([OH:50])[c:44]([B:47]([OH:48])[OH:49])[cH:45][cH:46]1.[Na+:38].[Na+:39].[cH:60]1[cH:61][cH:62][c:63]([P:64]([Pd:65]([P:66]([c:67]2[cH:68][cH:69][cH:70][cH:71][cH:72]2)([c:73]2[cH:74][cH:75][cH:76][cH:77][cH:78]2)[c:79]2[cH:80][cH:81][cH:82][cH:83][cH:84]2)([P:85]([c:86]2[cH:87][cH:88][cH:89][cH:90][cH:91]2)([c:92]2[cH:93][cH:94][cH:95][cH:96][cH:97]2)[c:98]2[cH:99][cH:100][cH:101][cH:102][cH:103]2)[P:104]([c:105]2[cH:106][cH:107][cH:108][cH:109][cH:110]2)([c:111]2[cH:112][cH:113][cH:114][cH:115][cH:116]2)[c:117]2[cH:118][cH:119][cH:120][cH:121][cH:122]2)([c:123]2[cH:124][cH:125][cH:126][cH:127][cH:128]2)[c:129]2[cH:130][cH:131][cH:132][cH:133][cH:134]2)[cH:135][cH:136]1.[nH:21]1[c:22]2[c:23]([cH:24][cH:25][c:26]([C:27]([O:28][CH3:29])=[O:30])[cH:31]2)[cH:32][cH:33]1>>[c:2]1(-[c:44]2[c:43]([OH:50])[cH:42][c:41]([F:40])[cH:46][cH:45]2)[nH:3][c:4]2[cH:5][c:6]([C:17](=[O:18])[O:19][CH3:20])[cH:7][cH:8][c:9]2[c:10]1[CH:11]1[CH2:12][CH2:13][CH2:14][CH2:15][CH2:16]1. Reactants: C(C)C(CN)CCCC (2-ethylhexylamine), [O-][Mo](=O)(=O)[O-].[Na+].[Na+] (sodium molybdate), S(O)(O)(=O)=O (sulphuric acid). Reaction conditions: temperature 60 celsius. Product: C(C)C(CN)CCCC.[Mo] (2-Ethylhexylamine molybdenum). RXN SMILES: [CH2:1]([CH:3]([CH2:6][CH2:7][CH2:8][CH3:9])[CH2:4][NH2:5])[CH3:2].[O-][Mo:11]([O-])(=O)=O.[Na+].[Na+].S(=O)(=O)(O)O>>[CH2:1]([CH:3]([CH2:6][CH2:7][CH2:8][CH3:9])[CH2:4][NH2:5])[CH3:2].[Mo:11] |f:1.2.3,5.6|. Procedure details: The procedure is as in Example B, but 9.9 g of 98% 2-ethylhexylamine are introduced in the course of 20 minutes into an aqueous solution containing 15.44 g of sodium molybdate and kept at 60° C. After heating at 60° C. for 45 minutes, the mixture is acidified with 23.1 g of 30% sulphuric acid, before washing and drying the product. The latter is in the form of a white solid containing 36.8% of molybdenum and 4.38% of nitrogen. As a reaction SMILES: [CH3:1][C:2]([C:7]1[CH:12]=[CH:11][CH:10]=[CH:9][CH:8]=1)([CH3:6])[C:3](=[O:5])[CH3:4].OC1C([O:21][S:22]([C:25]2[CH:31]=[CH:30][C:28]([CH3:29])=[CH:27][CH:26]=2)(=[O:24])=[O:23])=C(I)C=CC=1>C(#N)C>[CH3:6][C:2]([C:7]1[CH:8]=[CH:9][CH:10]=[CH:11][CH:12]=1)([CH3:1])[C:3](=[O:5])[CH2:4][O:24][S:22]([C:25]1[CH:31]=[CH:30][C:28]([CH3:29])=[CH:27][CH:26]=1)(=[O:21])=[O:23]. Product: CC(C(COS(=O)(=O)C1=CC=C(C=C1)C)=O)(C)C1=CC=CC=C1 (toluene-4-sulfonic acid 3-methyl-2-oxo-3-phenyl-butyl ester). The reactants are CC(C(C)=O)(C)C1=CC=CC=C1 (3-methyl-3-phenyl-butan-2-one), OC=1C(=C(C=CC1)I)OS(=O)(=O)C1=CC=C(C)C=C1 (hydroxy(tosyloxy)iodobenzene). The solvent is C(C)#N (ACN). Procedure: To a solution of 3-methyl-3-phenyl-butan-2-one (example 207D) (8.7 g, 53.6 mmoles) in ACN (150 mL) is added hydroxy(tosyloxy)iodobenzene (22.1 g, 56.3 mmoles). The reaction mixture is heated at reflux for 5 hours. Solvent and volatiles are removed under reduced pressure. The residue is purified by silica gel chromatography eluting with (heptane:AcOEt) (90:1) to give toluene-4-sulfonic acid 3-methyl-2-oxo-3-phenyl-butyl ester. Starting materials: monocyclic phenols, BrC=1C=C(C=C(C1O)Br)C(C)(C)C1=CC(=C(C(=C1)Br)O)Br (2,2-bis(3,5-dibromo-4-hydroxyphenyl)propane), C1(=CC=CC=C1)O (phenol), OC1=CC=C(C=C1)CC1=CC=C(C=C1)O (bis(4-hydroxyphenyl)methane), C1=CC(=CC=C1O)S(=O)(=O)C2=CC=C(C=C2)O (4,4′-dihydroxydiphenyl sulphone), OC1=CC=C(C=C1)C(C)(C)C1=CC=C(C=C1)O (2,2-bis(4-hydroxyphenyl)propane), C1(O)=CC=C(O)C=C1 (hydroquinone), epoxide, C1(O)=CC(O)=CC=C1 (resorcinol). Product: phenols, C=O (formaldehyde), C1(=CC=CC=C1)O (phenol). As a reaction SMILES: [C:1]1([OH:7])C=CC=CC=1.[C:8]1([CH:15]=[CH:14][CH:13]=[C:11](O)[CH:10]=1)[OH:9].C1(C=CC(O)=CC=1)O.OC1C=CC(CC2C=CC(O)=CC=2)=CC=1.OC1C=CC(C(C2C=CC(O)=CC=2)(C)C)=CC=1.BrC1C=C(C(C2C=C(Br)C(O)=C(Br)C=2)(C)C)C=C(Br)C=1O.C1C(O)=CC=C(S(C2C=CC(O)=CC=2)(=O)=O)C=1>>[CH2:1]=[O:7].[C:8]1([OH:9])[CH:15]=[CH:14][CH:13]=[CH:11][CH:10]=1. Procedure: The epoxide compounds may also derive from monocyclic phenols, for example from phenol, resorcinol or hydroquinone; or they are based on polycyclic phenols, for example bis(4-hydroxyphenyl)methane, 2,2-bis(4-hydroxyphenyl)propane, 2,2-bis(3,5-dibromo-4-hydroxyphenyl)propane, 4,4′-dihydroxydiphenyl sulphone, or condensation products, obtained under acidic conditions, of phenols with formaldehyde, such as phenol novolacs.